Dataset: the Open Reaction Database (ORD), a public repository of structured organic reaction records. Task: describe an organic reaction: reactants, conditions, products, and yield Reactants: N1=CN=CC(=C1)CCCCCCO (5-pyrimidinehexanol), [OH-].[Na+] (sodium hydroxide), BrCCCCCCBr (1,6-dibromohexane). Solvent: O (water), CCOCC (ether). Conditions: time 30 hour. Product: BrCCCCCCOCCCCCCC=1C=NC=NC1 (5-[6-[(6-Bromohexyl)oxy]hexyl]pyrimidine). Reaction SMILES: [N:1]1[CH:6]=[C:5]([CH2:7][CH2:8][CH2:9][CH2:10][CH2:11][CH2:12][OH:13])[CH:4]=[N:3][CH:2]=1.[OH-].[Na+].[Br:16][CH2:17][CH2:18][CH2:19][CH2:20][CH2:21][CH2:22]Br>O.CCOCC>[Br:16][CH2:17][CH2:18][CH2:19][CH2:20][CH2:21][CH2:22][O:13][CH2:12][CH2:11][CH2:10][CH2:9][CH2:8][CH2:7][C:5]1[CH:6]=[N:1][CH:2]=[N:3][CH:4]=1 |f:1.2|. Procedure details: A mixture of 5-pyrimidinehexanol (1.82 g), 50% sodium hydroxide (6 ml), 1,6-dibromohexane (6 ml) and TAB (150 mg) was vigorously stirred at room temperature for 30 h then diluted with water (20 ml) and ether (25 ml). The organic phase was dried and evaporated in vacuo. The residue was purified by FCC eluting with hexane followed by hexane-ether (1:1) and ether, to give the title compound as a colourless liquid (2.21 g), t.l.c. (ether) Rf 0.35. Starting materials: O=C([O-])O, CO, ClCCl, [Na+], CCOC(=O)COCC1CCC=CO1, COc1cccc2c1C(=O)c1c(O)c3c(c(O)c1C2=O)CC(O)(C(=O)CO)CC3OC1CC2C(OC3C(OC)OCCN23)C(C)O1, Cc1ccc(S(=O)(=O)O)cc1. Yields the product CCOC(=O)COCC1CCCC(OCC(=O)C2(O)Cc3c(O)c4c(c(O)c3C(OC3CC5C(OC6C(OC)OCCN56)C(C)O3)C2)C(=O)c2c(OC)cccc2C4=O)O1. Reaction SMILES: [C:72](=[O:73])([OH:74])[O-:75].[CH3:80][OH:81].[Cl:77][CH2:78][Cl:79].[Na+:76].[O:47]1[CH:48]([CH2:53][O:54][CH2:55][C:56](=[O:57])[O:58][CH2:59][CH3:60])[CH2:49][CH2:50][CH:51]=[CH:52]1.[OH:1][c:2]1[c:3]2[c:12]([c:13]([OH:42])[c:14]3[c:19]1[CH2:18][C:17]([C:20]([CH2:21][OH:22])=[O:23])([OH:24])[CH2:16][CH:15]3[O:25][CH:26]1[CH2:27][CH:28]3[CH:29]([O:30][CH:31]4[CH:32]([O:37][CH3:38])[O:33][CH2:34][CH2:35][N:36]34)[CH:39]([CH3:41])[O:40]1)[C:11](=[O:43])[c:10]1[c:5]([cH:6][cH:7][cH:8][c:9]1[O:44][CH3:45])[C:4]2=[O:46].[c:61]1([CH3:62])[cH:63][cH:64][c:65]([S:66]([OH:67])(=[O:68])=[O:69])[cH:70][cH:71]1>>[OH:1][c:2]1[c:3]2[c:12]([c:13]([OH:42])[c:14]3[c:19]1[CH2:18][C:17]([C:20]([CH2:21][O:22][CH:52]1[O:47][CH:48]([CH2:53][O:54][CH2:55][C:56](=[O:57])[O:58][CH2:59][CH3:60])[CH2:49][CH2:50][CH2:51]1)=[O:23])([OH:24])[CH2:16][CH:15]3[O:25][CH:26]1[CH2:27][CH:28]3[CH:29]([O:30][CH:31]4[CH:32]([O:37][CH3:38])[O:33][CH2:34][CH2:35][N:36]34)[CH:39]([CH3:41])[O:40]1)[C:11](=[O:43])[c:10]1[c:5]([cH:6][cH:7][cH:8][c:9]1[O:44][CH3:45])[C:4]2=[O:46]. Starting materials: C(C1=CNC2=CC=CC=C12)C1=CNC2=CC=CC=C12 (3,3′-methylenediindole), S(O)(O)(=O)=O (sulfuric acid). Solvent: CO (methanol). The product is C1=C2C(=CC=C1)N=C1C2=CC2=NC3=CC=CC=C3C2=C1 (indolo(3,2-b)carbazole). Yield: 126.1%. Reaction SMILES: [CH2:1](C1C2C(=CC=CC=2)NC=1)[C:2]1[C:10]2[C:5](=[CH:6][CH:7]=[CH:8][CH:9]=2)[NH:4][CH:3]=1.S(=O)(=O)(O)O>CO>[CH:9]1[CH:8]=[CH:7][CH:6]=[C:5]2[N:4]=[C:3]3[CH:1]=[C:2]4[C:3](=[N:4][C:5]5[C:10]4=[CH:9][CH:8]=[CH:7][CH:6]=5)[CH:1]=[C:2]3[C:10]=12. Reported procedure: Under a nitrogen gas stream, about 250.69 g (i.e., about 205.8 mmol) of 3,3′-methylenediindole and about 30.55 g (i.e., about 206.1 mmol) of triethyl orthofomate are dissolved and mixed in methanol within a 3-neck flask. Thereafter, about 5.0 g (i.e., 51.5 mmol) of enriched sulfuric acid is slowly added little by little into the 3-neck flask and then the mixture within the 3-neck flask is refluxed during a single hour. The mixture within the 3-neck flask is frozen to be a normal temperature. Sub...